Task: describe an organic reaction: reactants, conditions, products, and yield. Dataset: the Open Reaction Database (ORD), a public repository of structured organic reaction records Reaction conditions: time 5 hour. Starting materials: Cl (HCl), C(CC)N(C1CC2=CC(=C(C=C2C1)C(=O)N)O)CCC (2-(Dipropylamino)-2,3-dihydro-6-hydroxy-1H-indene-5-carboxamide), C([O-])([O-])=O.[K+].[K+] (potassium carbonate), BrCCF (1-bromo-2-fluoroethane). Reported procedure: A mixture of 2-(Dipropylamino)-2,3-dihydro-6-hydroxy-1H-indene-5-carboxamide (87, 0.14 g, 0.5 mmol), potassium carbonate (0.2 g, 1.5 mmol), 1-bromo-2-fluoroethane (0.19 g, 1.5 mmol) in DMF (10 mL) was stirred at room temperature for 5 h. The mixture was quenched with water, and extracted with EtOAc. The organic layer was washed with brine, dried (MgSO4), filtered and concentrated. Chromatographic purification yielded a pale yellow solid which was converted into the HCl salt and crystallized from... The product is C(CC)N(C1CC2=CC(=C(C=C2C1)C(=O)N)OCCF)CCC (2-(Dipropylamino)-6-(2-fluoroethoxy)-2,3-dihydro-1H-indene-5-carboxamide). Solvent: CN(C)C=O (DMF). As a reaction SMILES: [CH2:1]([N:4]([CH2:18][CH2:19][CH3:20])[CH:5]1[CH2:13][C:12]2[C:7](=[CH:8][C:9]([OH:17])=[C:10]([C:14]([NH2:16])=[O:15])[CH:11]=2)[CH2:6]1)[CH2:2][CH3:3].C(=O)([O-])[O-].[K+].[K+].Br[CH2:28][CH2:29][F:30].Cl>CN(C=O)C>[CH2:18]([N:4]([CH2:1][CH2:2][CH3:3])[CH:5]1[CH2:13][C:12]2[C:7](=[CH:8][C:9]([O:17][CH2:28][CH2:29][F:30])=[C:10]([C:14]([NH2:16])=[O:15])[CH:11]=2)[CH2:6]1)[CH2:19][CH3:20] |f:1.2.3|. Starting materials: FC=1C=C(C=NO)C=CC1 (3-fluorobenzaldehyde oxime), ClCCCI (1-chloro-3-iodopropane), O (water), C(C)(C)[N-]C(C)C.[Li+] (lithium diisopropylamide), 6,7-dihydro-3-(3-fluorophenyl)-1,2-benziaoxazol-4(5H). Solvent: CCOCC (ether), C1CCOC1 (THF). Conditions: temperature -78 celsius. Yields the product ClC=1C=C(C=CC1)C1CCC2=C(C(=NO2)C2=CC(=CC=C2)F)C1=O (5-(3-Chlorophenyl)-6,7-dihydro-3-(3-fluorophenyl)-1,2-benzisoxazol-4(5H)-one). As a reaction SMILES: [F:1][C:2]1[CH:3]=[C:4]([CH:8]=[CH:9][CH:10]=1)[CH:5]=[N:6][OH:7].C([N-][CH:15]([CH3:17])[CH3:16])(C)C.[Li+].[Cl:19][CH2:20][CH2:21][CH2:22]I.[OH2:24]>C1COCC1.CCOCC>[Cl:19][C:20]1[CH:10]=[C:2]([CH:16]2[C:15](=[O:24])[C:17]3[C:5]([C:4]4[CH:8]=[CH:9][CH:10]=[C:2]([F:1])[CH:3]=4)=[N:6][O:7][C:8]=3[CH2:4][CH2:5]2)[CH:3]=[CH:22][CH:21]=1 |f:1.2|. Reported procedure: In a similar manner to that of Examples 7a-d starting with 3-fluorobenzaldehyde oxime, the starting ketone is prepared. In 200 ml anhydrous THF was dissolved 11.4 g 6,7-dihydro-3-(3-fluorophenyl)-1,2-benziaoxazol-4(5H)-one under nitrogen atmosphere with stirring. The solution was cooled to -78° C. and 49.4 ml lithium diisopropylamide (1.5 molar in cyclohexane) was added dropwise. The resulting solution was stirred for ten minutes at -78° C. and 6.4 ml 1-chloro-3-iodopropane was added. Upon warmi... Reactants: C(C(=O)Cl)(=O)Cl (oxalyl chloride), OC1=NN=CC2=CC(=CC=C12)C=1C=C(C(=O)O)C=CC1C (3-(1-hydroxyphthalazin-6-yl)-4-methylbenzoic acid). Reaction conditions: temperature 0 celsius. The product is OC1=NN=CC2=CC(=CC=C12)C=1C=C(C(=O)OCC)C=CC1C (ethyl 3-(1-hydroxyphthalazin-6-yl)-4-methylbenzoate). Isolated yield 99.1%. RXN SMILES: [C:1](Cl)(=[O:5])[C:2](Cl)=O.[OH:7][C:8]1[C:17]2[C:12](=[CH:13][C:14]([C:18]3[CH:19]=[C:20]([CH:24]=[CH:25][C:26]=3[CH3:27])[C:21](O)=[O:22])=[CH:15][CH:16]=2)[CH:11]=[N:10][N:9]=1>>[OH:7][C:8]1[C:17]2[C:12](=[CH:13][C:14]([C:18]3[CH:19]=[C:20]([CH:24]=[CH:25][C:26]=3[CH3:27])[C:21]([O:5][CH2:1][CH3:2])=[O:22])=[CH:15][CH:16]=2)[CH:11]=[N:10][N:9]=1. Procedure: To a 250 mL dry flask containing anhydrous ethanol (50 mL) stirred at 0° C. was added dropwise oxalyl chloride (54 mmol). After 5 minutes 3-(1-hydroxyphthalazin-6-yl)-4-methylbenzoic acid (18 mmol) was added in one portion, the suspension was warmed up to reflux and stirred for 3 h. The solvent was evaporated and the residue was vacuum dried at RT for about 2 h to give ethyl 3-(1-hydroxyphthalazin-6-yl)-4-methylbenzoate 5.5 g as an off white solid. Starting materials: dichlorobis(triphenylphosphine) palladium(II), IC1=CC=2C(=NC=CC2C=2C(=NN(C2)C)C2=CC=C(C=C2)[N+](=O)[O-])N1S(=O)(=O)C1=CC=CC=C1 (2-iodo-4-[1-methyl-3-(4-nitrophenyl)-1H-pyrazol-4-yl]-1-(phenylsulfonyl)-1H-pyrrolo[2,3-b]pyridine), CC1(OB(OC1(C)C)C=1C=NC(=NC1)N1CCN(CC1)C(=O)OC(C)(C)C)C (1,1-dimethylethyl 4-[5-(4,4,5,5-tetramethyl-1,3,2-dioxaborolan-2-yl)-2-pyrimidinyl]-1-piperazinecarboxylate), C(=O)(O)[O-].[Na+] (NaHCO3). Solvent: O1CCOCC1 (1,4-dioxane). Reaction conditions: temperature 95 celsius. Product: CN1N=C(C(=C1)C1=C2C(=NC=C1)N(C(=C2)C=2C=NC(=NC2)N2CCN(CC2)C(=O)OC(C)(C)C)S(=O)(=O)C2=CC=CC=C2)C2=CC=C(C=C2)[N+](=O)[O-] (1,1-dimethylethyl 4-{5-[4-[1-methyl-3-(4-nitrophenyl)-1H-pyrazol-4-yl]-1-(phenylsulfonyl)-1H-pyrrolo[2,3-b]pyridin-2-yl]-2-pyrimidinyl}-1-piperazinecarboxylate). Reaction SMILES: I[C:2]1[N:25]([S:26]([C:29]2[CH:34]=[CH:33][CH:32]=[CH:31][CH:30]=2)(=[O:28])=[O:27])[C:5]2=[N:6][CH:7]=[CH:8][C:9]([C:10]3[C:11]([C:16]4[CH:21]=[CH:20][C:19]([N+:22]([O-:24])=[O:23])=[CH:18][CH:17]=4)=[N:12][N:13]([CH3:15])[CH:14]=3)=[C:4]2[CH:3]=1.CC1(C)C(C)(C)OB([C:43]2[CH:44]=[N:45][C:46]([N:49]3[CH2:54][CH2:53][N:52]([C:55]([O:57][C:58]([CH3:61])([CH3:60])[CH3:59])=[O:56])[CH2:51][CH2:50]3)=[N:47][CH:48]=2)O1.C([O-])(O)=O.[Na+]>O1CCOCC1>[CH3:15][N:13]1[CH:14]=[C:10]([C:9]2[CH:8]=[CH:7][N:6]=[C:5]3[N:25]([S:26]([C:29]4[CH:30]=[CH:31][CH:32]=[CH:33][CH:34]=4)(=[O:27])=[O:28])[C:2]([C:43]4[CH:48]=[N:47][C:46]([N:49]5[CH2:50][CH2:51][N:52]([C:55]([O:57][C:58]([CH3:61])([CH3:60])[CH3:59])=[O:56])[CH2:53][CH2:54]5)=[N:45][CH:44]=4)=[CH:3][C:4]=23)[C:11]([C:16]2[CH:21]=[CH:20][C:19]([N+:22]([O-:24])=[O:23])=[CH:18][CH:17]=2)=[N:12]1 |f:2.3|. Procedure details: To a solution of 2-iodo-4-[1-methyl-3-(4-nitrophenyl)-1H-pyrazol-4-yl]-1-(phenylsulfonyl)-1H-pyrrolo[2,3-b]pyridine (0.321 mmol) and 1,1-dimethylethyl 4-[5-(4,4,5,5-tetramethyl-1,3,2-dioxaborolan-2-yl)-2-pyrimidinyl]-1-piperazinecarboxylate (0.353 mmol) in 1,4-dioxane (3 ml) was added saturated NaHCO3(aq) (0.85 ml). After degassing with argon for 10 minutes, dichlorobis(triphenylphosphine) palladium(II) (0.0161 mmol) was added and the resulting mixture was heated at 95° C. overnight. Upon coolin... The reactants are ClCCl, CCCCN(C(=O)C(C)C)c1nc(C)co1, O=C(OO)c1cccc(Cl)c1. Yields the product CCCCN(C(=O)C(C)C)c1nc(C)c(O)o1. As a reaction SMILES: [CH2:28]([Cl:29])[Cl:30].[CH3:1][c:2]1[n:3][c:4]([N:7]([C:8]([CH:9]([CH3:10])[CH3:11])=[O:12])[CH2:13][CH2:14][CH2:15][CH3:16])[o:5][cH:6]1.[Cl:17][c:18]1[cH:19][cH:20][cH:21][c:22]([C:23]([O:24][OH:26])=[O:25])[cH:27]1>>[CH3:1][c:2]1[n:3][c:4]([N:7]([C:8]([CH:9]([CH3:10])[CH3:11])=[O:12])[CH2:13][CH2:14][CH2:15][CH3:16])[o:5][c:6]1[OH:25]. The reactants are O=C(O)COC1Cc2ccccc2C12CCN(CCC1(c3ccc(F)cc3)CN(C(=O)c3cc(C(F)(F)F)cc(C(F)(F)F)c3)CO1)CC2, CNCCC(=O)N(C)c1ccc(N(CCCCCC(=O)N(C)CCN2CCC(OC(=O)Nc3ccccc3-c3ccccc3)CC2)C(=O)OCc2ccccc2)cc1. Yields the product CN(CCN1CCC(OC(=O)Nc2ccccc2-c2ccccc2)CC1)C(=O)CCCCCN(C(=O)OCc1ccccc1)c1ccc(N(C)C(=O)CCN(C)C(=O)COC2Cc3ccccc3C23CCN(CCC2(c4ccc(F)cc4)CN(C(=O)c4cc(C(F)(F)F)cc(C(F)(F)F)c4)CO2)CC3)cc1. As a reaction SMILES: [F:1][C:2]([c:3]1[cH:4][c:5]([C:6](=[O:7])[N:8]2[CH2:9][O:10][C:11]([c:13]3[cH:14][cH:15][c:16]([F:19])[cH:17][cH:18]3)([CH2:20][CH2:21][N:22]3[CH2:23][CH2:24][C:25]4([CH:26]([O:34][CH2:35][C:36](=[O:37])[OH:38])[CH2:27][c:28]5[cH:29][cH:30][cH:31][cH:32][c:33]54)[CH2:39][CH2:40]3)[CH2:12]2)[cH:41][c:42]([C:44]([F:45])([F:46])[F:47])[cH:43]1)([F:48])[F:49].[c:50]1(-[c:102]2[cH:103][cH:104][cH:105][cH:106][cH:107]2)[c:51]([NH:56][C:57](=[O:58])[O:59][CH:60]2[CH2:61][CH2:62][N:63]([CH2:66][CH2:67][N:68]([C:69]([CH2:70][CH2:71][CH2:72][CH2:73][CH2:74][N:75]([C:76]([O:77][CH2:78][c:79]3[cH:80][cH:81][cH:82][cH:83][cH:84]3)=[O:85])[c:86]3[cH:87][cH:88][c:89]([N:92]([C:93]([CH2:94][CH2:95][NH:96][CH3:97])=[O:98])[CH3:99])[cH:90][cH:91]3)=[O:100])[CH3:101])[CH2:64][CH2:65]2)[cH:52][cH:53][cH:54][cH:55]1>>[F:1][C:2]([c:3]1[cH:4][c:5]([C:6](=[O:7])[N:8]2[CH2:9][O:10][C:11]([c:13]3[cH:14][cH:15][c:16]([F:19])[cH:17][cH:18]3)([CH2:20][CH2:21][N:22]3[CH2:23][CH2:24][C:25]4([CH:26]([O:34][CH2:35][C:36](=[O:37])[N:96]([CH2:95][CH2:94][C:93]([N:92]([c:89]5[cH:88][cH:87][c:86]([N:75]([CH2:74][CH2:73][CH2:72][CH2:71][CH2:70][C:69]([N:68]([CH2:67][CH2:66][N:63]6[CH2:62][CH2:61][CH:60]([O:59][C:57]([NH:56][c:51]7[c:50](-[c:102]8[cH:103][cH:104][cH:105][cH:106][cH:107]8)[cH:55][cH:54][cH:53][cH:52]7)=[O:58])[CH2:65][CH2:64]6)[CH3:101])=[O:100])[C:76]([O:77][CH2:78][c:79]6[cH:80][cH:81][cH:82][cH:83][cH:84]6)=[O:85])[cH:91][cH:90]5)[CH3:99])=[O:98])[CH3:97])[CH2:27][c:28]5[cH:29][cH:30][cH:31][cH:32][c:33]54)[CH2:39][CH2:40]3)[CH2:12]2)[cH:41][c:42]([C:44]([F:45])([F:46])[F:47])[cH:43]1)([F:48])[F:49].